This data is from the Open Reaction Database (ORD), a public repository of structured organic reaction records. The task is: describe an organic reaction: reactants, conditions, products, and yield Reactants: O=C(C(CC(=O)O)C)C=1C=C2CCC(N(C2=CC1)C)=O (4-oxo-4-(1-methyl-2-oxo-1,2,3,4-tetrahydroquinolin-6-yl)-3-methylbutanoic acid), N(N)CCO (2-hydrazinoethanol). The solvent is C(C)O (ethanol). Product: OCCN1N=C(C(CC1=O)C)C=1C=C2CCC(N(C2=CC1)C)=O (6-[2-(2-hydroxyethyl)-5-methyl-3-oxo-2,3,4,5-tetrahydropyridazin-6-yl]-1-methyl-1,2,3,4-tetrahydroquinolin-2-one). Isolated yield 80.2%. Reaction SMILES: O=[C:2]([C:9]1[CH:10]=[C:11]2[C:16](=[CH:17][CH:18]=1)[N:15]([CH3:19])[C:14](=[O:20])[CH2:13][CH2:12]2)[CH:3]([CH3:8])[CH2:4][C:5]([OH:7])=O.[NH:21]([CH2:23][CH2:24][OH:25])[NH2:22]>C(O)C>[OH:25][CH2:24][CH2:23][N:21]1[C:5](=[O:7])[CH2:4][CH:3]([CH3:8])[C:2]([C:9]2[CH:10]=[C:11]3[C:16](=[CH:17][CH:18]=2)[N:15]([CH3:19])[C:14](=[O:20])[CH2:13][CH2:12]3)=[N:22]1. Procedure details: A solution of 2.72 g of 4-oxo-4-(1-methyl-2-oxo-1,2,3,4-tetrahydroquinolin-6-yl)-3-methylbutanoic acid and 1.5 g of 2-hydrazinoethanol in 30 ml of ethanol was heated under reflux on a water bath for 2 hours. The reaction mixture was concentrated under reduced pressure and water was added to the residue. The precipitated crystals were filtered off and recrystallized from isopropanol to give 2.5 g of 6-[2-(2-hydroxyethyl)-5-methyl-3-oxo-2,3,4,5-tetrahydropyridazin-6-yl]-1-methyl-1,2,3,4-tetrahydro... Starting materials: [BH4-], CO, I, Nc1ccc(N2CCOCC2)c(C(=O)O)c1, [Na+], C1CCOC1. The product is Nc1ccc(N2CCOCC2)c(CO)c1. As a reaction SMILES: [BH4-:1].[CH3:25][OH:26].[I:24].[NH2:8][c:9]1[cH:10][cH:11][c:12]([N:18]2[CH2:19][CH2:20][O:21][CH2:22][CH2:23]2)[c:13]([C:15](=[O:16])[OH:17])[cH:14]1.[Na+:2].[O:3]1[CH2:4][CH2:5][CH2:6][CH2:7]1>>[NH2:8][c:9]1[cH:10][cH:11][c:12]([N:18]2[CH2:19][CH2:20][O:21][CH2:22][CH2:23]2)[c:13]([CH2:15][OH:16])[cH:14]1. Reactants: C=C(Br)CBr, CCOC(=O)CC1CCN(C(=O)OCc2ccccc2)CC1, C1CCOC1. Product: C=C(Br)CC(C(=O)OCC)C1CCN(C(=O)OCc2ccccc2)CC1. RXN SMILES: [Br:23][C:24](=[CH2:25])[CH2:26][Br:27].[CH2:1]([CH3:2])[O:3][C:4]([CH2:5][CH:6]1[CH2:7][CH2:8][N:9]([C:12](=[O:13])[O:14][CH2:15][c:16]2[cH:17][cH:18][cH:19][cH:20][cH:21]2)[CH2:10][CH2:11]1)=[O:22].[O:28]1[CH2:29][CH2:30][CH2:31][CH2:32]1>>[CH2:1]([CH3:2])[O:3][C:4]([CH:5]([CH:6]1[CH2:7][CH2:8][N:9]([C:12](=[O:13])[O:14][CH2:15][c:16]2[cH:17][cH:18][cH:19][cH:20][cH:21]2)[CH2:10][CH2:11]1)[CH2:26][C:24]([Br:23])=[CH2:25])=[O:22]. Procedure: Vials containing pre-plated ligand were added to a 96-well reaction block (Paradox Standard 96-Position Parallel Synthesis block) in positions C4-9 ,D4-9, E4-9, and F4-9 and equipped with magnetic stirbars in a moisture and oxygen-free glovebox. The remainder of the plate positions were filled with empty vials to ensure a proper seal with the lid could be obtained later.(cod)Pd(CH2TMS)2 (0.13 mg, 0.33 umol, 0.10 equiv) and nBu3N (4.10 uL, 16.7 umol, 5.00 equiv) were added as a solution in MeCN (... Yields the product C=C1c2ccc3c(c2CC12NC(=O)c1cc(OC)c(OC)cc12)OCO3 (5'-6'-dimethoxy-6-methylidene2',3',6,8-tetrahydro-2H-spiro[indeno[4,5-d][1,3]dioxole-7,1'-isoindole]-3'-one). Conditions: temperature 80 celsius, time 24 hour. Run in CC#N (acetonitrile), CC#N (acetonitrile). Reagents/catalysts: CCCCN(CCCC)CCCC (tributylamine), CC(C)CN1CCN2CCN(CC(C)C)P1N(CC2)CC(C)C (Triisobutylphosphatrane), C[Si](C)(C)C[Pd]345(C1=C3CCC4=C5CC1)C[Si](C)(C)C ((1,5-Cyclooctadiene)bis[(trimethylsilyl)methyl]palladium). Yield: 1.0%. Starting materials: COc1cc(C(=O)NOc2ccccc2)c(C2=C(C)c3ccc4c(c3C2)OCO4)cc1OC. Reactants: Cl (hydrochloric acid), ClC=1C=C(C=CC1)[Mg]Br (m-chlorophenyl magnesium bromide), C(C1=CC=CC=C1)N1CC(C=C(C1)OC)=O (1-benzyl-1,6-dihydro-5-methoxy-3-[2H]pyridone). Run in CCOCC (ether), C1CCOC1 (THF). Reaction conditions: time 1 hour. Yields the product C(C1=CC=CC=C1)N1CC(C=C(C1)C1=CC(=CC=C1)Cl)=O (1-Benzyl-1,6-dihydro-5-(m-chlorophenyl)-3[2H]-pyridone). As a reaction SMILES: [Cl:1][C:2]1[CH:3]=[C:4]([Mg]Br)[CH:5]=[CH:6][CH:7]=1.[CH2:10]([N:17]1[CH2:22][C:21](OC)=[CH:20][C:19](=[O:25])[CH2:18]1)[C:11]1[CH:16]=[CH:15][CH:14]=[CH:13][CH:12]=1.Cl>CCOCC.C1COCC1>[CH2:10]([N:17]1[CH2:22][C:21]([C:4]2[CH:5]=[CH:6][CH:7]=[C:2]([Cl:1])[CH:3]=2)=[CH:20][C:19](=[O:25])[CH2:18]1)[C:11]1[CH:12]=[CH:13][CH:14]=[CH:15][CH:16]=1. Reported procedure: A solution of m-chlorophenyl magnesium bromide (85 mM) in ether (50 ml) was treated dropwise with a solution of 1-benzyl-1,6-dihydro-5-methoxy-3-[2H]pyridone (16.3 g, 75 mM) in THF (75 ml) and stirred 1 hour. The reaction mixture was poured onto cold 2 N hydrochloric acid (150 ml) and stirred 30 min. Removal of the resulting precipitate by filtration, followed by air-drying and recrystallisation from ethanol gave the title compound as the hydrochloride hydrate (14.7 g) m.p. 143°-5°. Procedure details: 4-chloro-3-pyridine aldehyde (1.0 g, 7 mmol, 1.0 eq), 3-hydroxymethylpyridine (5.4 g, 49.45 mmol, 7 eq) and p-toluenesulfonic acid mon hydrate (1.3 g, 7.0 mmol, 1.0 eq) in benzene (30 mL) were heated using a Dean-Stark trap for 24 h. Solvent was removed and purified by column chromatography to provide the alkylation product. MS: exact mass calculated for C12H1N2O2, 214.22; m/z found, 215 [M+H]+. Yields the product N1=CC(=CC=C1)COC1=CC=NC=C1C=O (4-(pyridin-3-ylmethoxy)nicotinaldehyde). The solvent is C1=CC=CC=C1 (benzene). RXN SMILES: Cl[C:2]1[CH:7]=[CH:6][N:5]=[CH:4][C:3]=1[CH:8]=[O:9].[OH:10][CH2:11][C:12]1[CH:13]=[N:14][CH:15]=[CH:16][CH:17]=1.C1(C)C=CC(S(O)(=O)=O)=CC=1>C1C=CC=CC=1>[N:5]1[CH:6]=[CH:7][CH:2]=[C:3]([CH2:8][O:9][C:17]2[C:12]([CH:11]=[O:10])=[CH:13][N:14]=[CH:15][CH:16]=2)[CH:4]=1. The reactants are ClC1=C(C=NC=C1)C=O (4-chloro-3-pyridine aldehyde), OCC=1C=NC=CC1 (3-hydroxymethylpyridine), C1(=CC=C(C=C1)S(=O)(=O)O)C (p-toluenesulfonic acid). The reactants are CCCCc1cnc(C(N)=O)c(O)n1, [Na+], [OH-], O. Yields the product CCCCc1cnc(C(=O)O)c(O)n1. Reaction SMILES: [CH2:1]([CH2:2][CH2:3][CH3:4])[c:5]1[n:6][c:7]([OH:14])[c:8]([C:11](=[O:12])[NH2:13])[n:9][cH:10]1.[Na+:16].[OH-:15].[OH2:17]>>[CH2:1]([CH2:2][CH2:3][CH3:4])[c:5]1[n:6][c:7]([OH:14])[c:8]([C:11](=[O:12])[OH:15])[n:9][cH:10]1. Reactants: C1(=CC=CC=C1)C(CCCCCCCCC=C)C1=CC=CC=C1 (11,11-diphenylundec-1-ene), ClC1=CC(=CC=C1)C(=O)OO (m-chloroperbenzoic acid). The solvent is C(C)OCC (diethyl ether), ClCCl (dichloromethane). Run at time 16 hour. Product: C1(=CC=CC=C1)C(CCCCCCCCC1CO1)C1=CC=CC=C1 (11,11-diphenylundec-1-ene oxide). Reaction SMILES: [C:1]1([CH:7]([C:18]2[CH:23]=[CH:22][CH:21]=[CH:20][CH:19]=2)[CH2:8][CH2:9][CH2:10][CH2:11][CH2:12][CH2:13][CH2:14][CH2:15][CH:16]=[CH2:17])[CH:6]=[CH:5][CH:4]=[CH:3][CH:2]=1.ClC1C=CC=C(C(OO)=[O:32])C=1>ClCCl.C(OCC)C>[C:1]1([CH:7]([C:18]2[CH:19]=[CH:20][CH:21]=[CH:22][CH:23]=2)[CH2:8][CH2:9][CH2:10][CH2:11][CH2:12][CH2:13][CH2:14][CH2:15][CH:16]2[O:32][CH2:17]2)[CH:6]=[CH:5][CH:4]=[CH:3][CH:2]=1. Procedure: To a solution of 1.53 g of 11,11-diphenylundec-1-ene in 25 mL of dichloromethane was added 1.5 g of 50-60% by wt of m-chloroperbenzoic acid and the mixture was stirred at room temperature for 16 hrs. The solution was diluted with diethyl ether and washed with 10% by wt aqueous solution of sodium hydrogen sulfite, saturated aqueous sodium hydrogen carbonate solution, and brine. The organic layer was dried over sodium sulfate and concentration in vacuo gave 1.5 g of 11,11-diphenylundec-1-ene oxide... Solvent: CS(=O)C (dimethylsulphoxide). Reactants: CC(C)([O-])C.[K+] (potassium tert.butoxide), ClC1=CC=C(C=C1)CC(=O)N1CCCC1 (2-(4-chlorophenyl)-1-(pyrrolidin-1-yl)-ethanone), ICC(=O)OCC (ethyl iodoacetate). Reported procedure: 16.8 g (0.075 mol) of 2-(4-chlorophenyl)-1-(pyrrolidin-1-yl)-ethanone are dissolved in 175 ml dimethylsulphoxide and after the addition of 8.9 g (0.08 mol) of potassium tert.butoxide, stirred for 15 minutes at ambient temperature. After the addition of 18.1 ml (0.085 mol) of ethyl iodoacetate the reaction mixture is stirred for 45 hours at ambient temperature. The solution is poured onto ice water and extracted with ethyl acetate. The combined organic extracts are washed with sodium chloride sol... Reaction SMILES: [Cl:1][C:2]1[CH:7]=[CH:6][C:5]([CH2:8][C:9]([N:11]2[CH2:15][CH2:14][CH2:13][CH2:12]2)=[O:10])=[CH:4][CH:3]=1.CC(C)([O-])C.[K+].I[CH2:23][C:24]([O:26][CH2:27][CH3:28])=[O:25]>CS(C)=O>[Cl:1][C:2]1[CH:7]=[CH:6][C:5]([CH:8]([C:9](=[O:10])[N:11]2[CH2:12][CH2:13][CH2:14][CH2:15]2)[CH2:23][C:24]([O:26][CH2:27][CH3:28])=[O:25])=[CH:4][CH:3]=1 |f:1.2|. Yields the product ClC1=CC=C(C=C1)C(CC(=O)OCC)C(N1CCCC1)=O (Ethyl 3-(4-chlorophenyl)-4-oxo-4-(pyrrolidin-1-yl)-butyrate). Conditions: time 15 minute. Starting materials: COc1ccc(C(=O)O)cc1, CC1COCCN1. Reagents/catalysts: C1CCC(CC1)N=C=NC2CCCCC2 (DCC), C1=CC2=C(N=C1)N(N=N2)O (HOAt). Run in CN(C)C=O (DMF), CN(C)C=O (DMF), CN(C)C=O (DMF), CN(C)C=O (DMF), CN(C)C=O (DMF), CN(C)C=O (DMF). Reaction conditions: temperature 25 celsius, time 2 hour. Yields the product COc1ccc(C(=O)N2CCOCC2C)cc1. Isolated yield 76.5%. Reaction SMILES: CC1COCCN1.COc1ccc(C(=O)O)cc1.C1CCC(CC1)N=C=NC2CCCCC2.C1=CC2=C(N=C1)N(N=N2)O.CN(C)C=O>>COc1ccc(C(=O)N2CCOCC2C)cc1.